Dataset: the Open Reaction Database (ORD), a public repository of structured organic reaction records. Task: describe an organic reaction: reactants, conditions, products, and yield Reactants: N1N=CC=C1 (pyrazole), Cl.CNN (methylhydrazine hydrochloride), NC1=CC(=NN1C(=O)OC(C)(C)C)C(=O)OC (5-Amino-1-tert-butoxycarbonyl-3-methoxycarbonylpyrazole), C(C)OC(=O)C1=NN(C(=C1C)N)C (5-amino-1,4-dimethyl-1H-pyrazole-3-carboxylic acid ethyl ester), C(C)OC(C(C(C)C#N)=O)=O (3-cyano-3-methyl-2-oxopropanoic acid ethyl ester), O=C1C(N=C(C2=C(N1)C=CC=C2)C2=CC=CC=C2)NC(=O)C2=NN(C(=C2C)NC(C2=C(C=CC=C2)Cl)=O)C2=NC=CC=C2 (4-methyl-5-(2-chloro-benzoylamino)-1-(pyridine-2-yl)-pyrazole-3-carboxylic acid (2-oxo-5-phenyl-2,3-dihydro-1H-benzo[e][1,4]diazepin-3-yl)amide). The product is N1(CCC(CC1)CCNC(=O)C1=NN(C(=C1C)NC(C1=C(C=CC=C1)Cl)=O)C)C1=CC=NC=C1 (4-methyl-5-(2-chloro-benzoylamino)-1-methyl-pyrazole-3-carboxylic acid [2-(3,4,5,6-tetrahydro-2H-[1,4′]bipyridin-4-yl)-ethyl]amide). Reaction SMILES: N1[CH:5]=[CH:4][CH:3]=N1.C(O[C:9]([C:11]1[C:15](C)=[C:14](N)[N:13]([CH3:18])[N:12]=1)=O)C.[CH2:19](OC(=O)C(=O)C(C#N)C)[CH3:20].Cl.CNN.NC1N(C(OC(C)(C)C)=O)N=C(C(OC)=O)C=1.O=[C:52]1NC2C=CC=CC=2C(C2C=CC=CC=2)=N[CH:53]1[NH:69][C:70]([C:72]1[C:76]([CH3:77])=[C:75]([NH:78][C:79](=[O:87])[C:80]2[CH:85]=[CH:84][CH:83]=[CH:82][C:81]=2[Cl:86])[N:74]([C:88]2C=CC=CN=2)[N:73]=1)=[O:71]>>[N:12]1([C:11]2[CH:9]=[CH:18][N:13]=[CH:14][CH:15]=2)[CH2:20][CH2:19][CH:5]([CH2:52][CH2:53][NH:69][C:70]([C:72]2[C:76]([CH3:77])=[C:75]([NH:78][C:79](=[O:87])[C:80]3[CH:85]=[CH:84][CH:83]=[CH:82][C:81]=3[Cl:86])[N:74]([CH3:88])[N:73]=2)=[O:71])[CH2:4][CH2:3]1 |f:3.4|. Procedure: The pyrazole acid, prepared as described in Procedure 8 using 5-amino-1,4-dimethyl-1H-pyrazole-3-carboxylic acid ethyl ester (prepared as described in Procedure 41 using 3-cyano-3-methyl-2-oxopropanoic acid ethyl ester (U.S. Pat. No. 4,652,669) and methylhydrazine hydrochloride) in place of compound 20, was coupled to 2-(3,4,5,6-tetrahydro-2H-[1,4′]bipyridin-4-yl)ethylamine (prepared as described in Procedure 14) using the method of Procedure 10. Starting materials: O (H2O), [OH-].[Na+] (NaOH), C(Cl)Cl (CH2Cl2), COC1=CC=C(C=C1)C1=CC=C2C=CN(C2=C1)C(=O)OC(C)(C)C (6-(4-methoxyphenyl)-1-tert-butoxycarbonylindole). Solvent: CO (methanol), C(Cl)(Cl)Cl (CHCl3). Conditions: time 1.5 hour. The product is COC1=CC=C(C=C1)C1=CC=C2C=CNC2=C1 (6-(4-methoxyphenyl)indole). RXN SMILES: [CH3:1][O:2][C:3]1[CH:8]=[CH:7][C:6]([C:9]2[CH:17]=[C:16]3[C:12]([CH:13]=[CH:14][N:15]3C(OC(C)(C)C)=O)=[CH:11][CH:10]=2)=[CH:5][CH:4]=1.[OH-].[Na+].C(Cl)Cl.O>CO.C(Cl)(Cl)Cl>[CH3:1][O:2][C:3]1[CH:4]=[CH:5][C:6]([C:9]2[CH:17]=[C:16]3[C:12]([CH:13]=[CH:14][NH:15]3)=[CH:11][CH:10]=2)=[CH:7][CH:8]=1 |f:1.2|. Reported procedure: To a suspension of 6-(4-methoxyphenyl)-1-tert-butoxycarbonylindole (3.9 g, 12 mmol) in methanol (50 mL) was added 1N methanolic NaOH (60 mL) and CH2Cl2 (20 mL). The reaction was stirred for one hour at ambient temperature and 1.5 hours at reflux. The reaction mixture was cooled to ambient temperature and H2O (50 mL) was added to dissolve all solids. The two-phase mixture was poured into CHCl3 and the layers where separated. The organic phase was washed with brine, dired over MgSO4, filtered, and... Starting materials: C(=O)NNC1=CC=C(C=C1)N (1-formyl-2-(4-aminophenyl)hydrazine), C1(CCCCC1)N=C=S (cyclohexyl isothiocyanate). Product: C1(CCCCC1)NC(NC1=CC=C(C=C1)NNC=O)=S (3-Cyclohexyl-1-[4-(2-formylhydrazino)phenyl]thiourea). Reaction SMILES: [CH:1]([NH:3][NH:4][C:5]1[CH:10]=[CH:9][C:8]([NH2:11])=[CH:7][CH:6]=1)=[O:2].[CH:12]1([N:18]=[C:19]=[S:20])[CH2:17][CH2:16][CH2:15][CH2:14][CH2:13]1>>[CH:12]1([NH:18][C:19](=[S:20])[NH:11][C:8]2[CH:9]=[CH:10][C:5]([NH:4][NH:3][CH:1]=[O:2])=[CH:6][CH:7]=2)[CH2:17][CH2:16][CH2:15][CH2:14][CH2:13]1. Procedure details: Procedure (12.) was employed with 1-formyl-2-(4-aminophenyl)hydrazine (7.5 g, 0.05 mole) and cyclohexyl isothiocyanate (7.1 g, 0.05 mole). Yield 9.6 g (66%), m.p. 158°-160° C. Reactants: C(C)S(=O)(=O)C=1C=C(C=CC1)C1=C2C3=C(NC2=C(C=C1)O)N=CC(=C3)C (5-(3-(ethylsulfonyl)phenyl)-3-methyl-9H-pyrido[2,3-b]indol-8-ol), C(C)S(=O)(=O)C=1C=C(C=CC1)C1=C2C3=C(NC2=C(C=C1)OCCCN(C)C)N=CC(=C3)C (3-(5-(3-(ethylsulfonyl)phenyl)-3-methyl-9H-pyrido[2,3-b]indol-8-yloxy)-N,N-dimethylpropan-1-amine). Yields the product C(C)S(=O)(=O)C=1C=C(C=CC1)C1=C2C3=C(NC2=C(C=C1)OCCOC)N=CC(=C3)C (5-(3-(ethylsulfonyl)phenyl)-8-(2-methoxyethoxy)-3-methyl-9H-pyrido[2,3-b]indole). RXN SMILES: [CH2:1]([S:3]([C:6]1[CH:7]=[C:8]([C:12]2[CH:20]=[CH:19][C:18]([OH:21])=[C:17]3[C:13]=2[C:14]2[CH:25]=[C:24]([CH3:26])[CH:23]=[N:22][C:15]=2[NH:16]3)[CH:9]=[CH:10][CH:11]=1)(=[O:5])=[O:4])[CH3:2].C(S(C1C=C(C2C=C[C:44]([O:47][CH2:48]CCN(C)C)=[C:43]3C=2C2C=C(C)C=NC=2N3)C=CC=1)(=O)=O)C>>[CH2:1]([S:3]([C:6]1[CH:7]=[C:8]([C:12]2[CH:20]=[CH:19][C:18]([O:21][CH2:43][CH2:44][O:47][CH3:48])=[C:17]3[C:13]=2[C:14]2[CH:25]=[C:24]([CH3:26])[CH:23]=[N:22][C:15]=2[NH:16]3)[CH:9]=[CH:10][CH:11]=1)(=[O:5])=[O:4])[CH3:2]. Procedure details: The title compound was synthesized from Compound 157 using an analogous procedure to that outlined in the preparation of Compound 205. 1H NMR (400 MHz, CDCl3) δ 8.22 (s, 1 H) 8.19 (s, 1 H) 8.14 (m, 1 H) 8.06 (m, 1 H) 7.91 (m, 1 H) 7.81 (m, 1 H) 7.28 (d, J=8.32 Hz, 1 H) 7.22 (d, J=8.32 Hz, 1 H) 4.44 (m, 2 H) 3.95 (m, 2 H) 3.58 (s, 3 H) 3.23 (q, J=7.32 Hz, 2 H) 2.49 (s, 3 H) 1.37 (t, J=7.32 Hz, 3 H). [M+H] calc'd for C23H25N2O4S, 425; found, 425.